This data is from the Open Reaction Database (ORD), a public repository of structured organic reaction records. The task is: describe an organic reaction: reactants, conditions, products, and yield The reactants are C1CCOC1, COC(=O)CN(Cc1ccc(OC)cc1)S(=O)(=O)c1ccc(OCCCCl)cc1, CO, [Li+], [OH-], O. Yields the product COc1ccc(CN(CC(=O)O)S(=O)(=O)c2ccc(OCCCCl)cc2)cc1. As a reaction SMILES: [CH2:34]1[O:35][CH2:36][CH2:37][CH2:38]1.[CH3:1][O:2][C:3]([CH2:4][N:5]([CH2:6][c:7]1[cH:8][cH:9][c:10]([O:13][CH3:14])[cH:11][cH:12]1)[S:15](=[O:16])(=[O:17])[c:18]1[cH:19][cH:20][c:21]([O:24][CH2:25][CH2:26][CH2:27][Cl:28])[cH:22][cH:23]1)=[O:29].[CH3:32][OH:33].[Li+:31].[OH-:30].[OH2:39]>>[O:2]=[C:3]([CH2:4][N:5]([CH2:6][c:7]1[cH:8][cH:9][c:10]([O:13][CH3:14])[cH:11][cH:12]1)[S:15](=[O:16])(=[O:17])[c:18]1[cH:19][cH:20][c:21]([O:24][CH2:25][CH2:26][CH2:27][Cl:28])[cH:22][cH:23]1)[OH:29]. Reactants: ClC=1N=C(C2=C(N1)C=C(S2)CN2CCN(CC2)CCO)N2CCOCC2 (2-[4-(2-Chloro-4-morpholin-4-yl-thieno[3,2-d]pyrimidin-6-ylmethyl)-piperazin-1-yl]-ethanol), OCCN1CCNCC1 (N-(2-hydroxyethyl)piperazine). Yields the product N1C=CC2=C(C=CC=C12)C=1N=C(C2=C(N1)C=C(S2)CN2CCN(CC2)CCO)N2CCOCC2 (2-{4-[2-(1H-Indol-4-yl)-4-morpholin-4-yl-thieno[3,2-d]pyrimidin-6-ylmethyl]-piperazin-1-yl}-ethanol). RXN SMILES: Cl[C:2]1[N:3]=[C:4]([N:21]2[CH2:26][CH2:25][O:24][CH2:23][CH2:22]2)[C:5]2[S:10][C:9]([CH2:11][N:12]3[CH2:17][CH2:16][N:15]([CH2:18][CH2:19][OH:20])[CH2:14][CH2:13]3)=[CH:8][C:6]=2[N:7]=1.OCCN1[CH2:35][CH2:34][NH:33][CH2:32][CH2:31]1>>[NH:33]1[C:32]2[C:31](=[C:4]([C:2]3[N:3]=[C:4]([N:21]4[CH2:26][CH2:25][O:24][CH2:23][CH2:22]4)[C:5]4[S:10][C:9]([CH2:11][N:12]5[CH2:17][CH2:16][N:15]([CH2:18][CH2:19][OH:20])[CH2:14][CH2:13]5)=[CH:8][C:6]=4[N:7]=3)[CH:5]=[CH:6][CH:8]=2)[CH:35]=[CH:34]1. Procedure details: Via 2-[4-(2-Chloro-4-morpholin-4-yl-thieno[3,2-d]pyrimidin-6-ylmethyl)-piperazin-1-yl]-ethanol, prepared from N-(2-hydroxyethyl)piperazine (commercially available). The reactants are ClC=1C=C(C=CC1F)NC1=C(C=NC2=CN=C(C=C12)F)C#N (4-(3-Chloro-4-fluoro-phenylamino)-6-fluoro-[1,7]naphthyridine-3-carbonitrile), O1CCN(CC1)CCCN (3-morpholinopropan-1-amine). Product: ClC=1C=C(C=CC1F)NC1=C(C=NC2=CN=C(C=C12)NCCCN1CCOCC1)C#N (4-[(3-chloro-4-fluorophenyl)amino]-6-[(3-morpholin-4-ylpropyl)amino]-1,7-naphthyridine-3-carbonitrile). Isolated yield 65.0%. As a reaction SMILES: [Cl:1][C:2]1[CH:3]=[C:4]([NH:9][C:10]2[C:19]3[C:14](=[CH:15][N:16]=[C:17](F)[CH:18]=3)[N:13]=[CH:12][C:11]=2[C:21]#[N:22])[CH:5]=[CH:6][C:7]=1[F:8].[O:23]1[CH2:28][CH2:27][N:26]([CH2:29][CH2:30][CH2:31][NH2:32])[CH2:25][CH2:24]1>>[Cl:1][C:2]1[CH:3]=[C:4]([NH:9][C:10]2[C:19]3[C:14](=[CH:15][N:16]=[C:17]([NH:32][CH2:31][CH2:30][CH2:29][N:26]4[CH2:27][CH2:28][O:23][CH2:24][CH2:25]4)[CH:18]=3)[N:13]=[CH:12][C:11]=2[C:21]#[N:22])[CH:5]=[CH:6][C:7]=1[F:8]. Procedure details: Following the procedure described above in Example 34, 4-(3-Chloro-4-fluoro-phenylamino)-6-fluoro-[1,7]naphthyridine-3-carbonitrile was reacted with 3-morpholinopropan-1-amine. The crude product was purified by flash column chromatography (5% methanol in methylene chloride) to give a yellow solid (0.065 g, 65%). 1H NMR (400 MHz, DMSO-D6) δ ppm 1.8 (m, 2 H) 2.4 (d, J=13.1 Hz, 6 H) 3.3 (dd, J=12.9, 6.8 Hz, 2 H) 3.6 (m, 4 H) 6.9 (m, 2 H) 7.3 (m, 1 H) 7.5 (t, J=9.0 Hz, 1 H) 7.6 (dd, J=6.8, 2.5 Hz, 1... Conditions: time 64 hour. Yields the product ClC1=C(C=CC=C1)C1C2=C(C=CC=C2)C2(CCN(CC2)C(=O)OC2=CC=CC=C2)S1 (3-(-2-chlorophenyl)-1,3-dihydro-1'-phenoxy carbonylspiro[benzo(c)thiophene-1,4'-piperidine]). As a reaction SMILES: Cl[C:2]([O:4][C:5]1[CH:10]=[CH:9][CH:8]=[CH:7][CH:6]=1)=[O:3].[Cl:11][C:12]1[CH:17]=[CH:16][CH:15]=[CH:14][C:13]=1[CH:18]1[S:32][C:25]2([CH2:30][CH2:29][N:28](C)[CH2:27][CH2:26]2)[C:20]2[CH:21]=[CH:22][CH:23]=[CH:24][C:19]1=2>ClCCl>[Cl:11][C:12]1[CH:17]=[CH:16][CH:15]=[CH:14][C:13]=1[CH:18]1[S:32][C:25]2([CH2:26][CH2:27][N:28]([C:2]([O:4][C:5]3[CH:10]=[CH:9][CH:8]=[CH:7][CH:6]=3)=[O:3])[CH2:29][CH2:30]2)[C:20]2[CH:21]=[CH:22][CH:23]=[CH:24][C:19]1=2. Starting materials: ClC(=O)OC1=CC=CC=C1 (phenyl chloroformate), ClC1=C(C=CC=C1)C1C2=C(C=CC=C2)C2(CCN(CC2)C)S1 (3-(2-chlorophenyl)-1,3-dihydro-1'-methylspiro[benzo(c)thiophene-1,4'-piperidine]). Reported procedure: To 3.83 g of phenyl chloroformate in 850 ml of dichloromethane is added a solution of 6.73 g of the free base 3-(2-chlorophenyl)-1,3-dihydro-1'-methylspiro[benzo(c)thiophene-1,4'-piperidine] of Example 32 in 75 ml of dichloromethane over two minutes. The reaction is stirred at ambient temperature for 64 hours, then diluted with 200 ml of dichloromethane and washed with two 300 ml portions of 5% aqueous sodium hydroxide solution, two 200 ml portions of water and one 75 ml portion of brine. The so... Solvent: ClCCl (dichloromethane), ClCCl (dichloromethane), ClCCl (dichloromethane). Reactants: Cl (HCl), O1[C@@H](C1)CN1N=CC2=CC(=CC=C12)N1C(C=C(C=C1)C1=CC=C(C=C1)C(F)(F)F)=O ((R)-1-(1-(oxiran-2-ylmethyl)-1H-indazol-5-yl)-4-(4-(trifluoromethyl)-phenyl)pyridin-2(1H)-one), LiClO4, solution, CNC (dimethylamine), residue. Solvent: O1CCCC1 (tetrahydrofuran), O1CCCC1 (tetrahydrofuran), ClCCl (dichloromethane), ClCCl (dichloromethane). Run at temperature 45 celsius. The product is Cl.CN(C[C@@H](CN1N=CC2=CC(=CC=C12)N1C(C=C(C=C1)C1=CC=C(C=C1)C(F)(F)F)=O)O)C ((S)-1-(1-(3-(Dimethylamino)-2-hydroxypropyl)-1H-indazol-5-yl)-4-(4-(trifluoromethyl)phenyl)pyridin-2(1H)-one hydrochloride). The yield is 71.0%. As a reaction SMILES: [O:1]1[CH2:3][C@H:2]1[CH2:4][N:5]1[C:13]2[C:8](=[CH:9][C:10]([N:14]3[CH:19]=[CH:18][C:17]([C:20]4[CH:25]=[CH:24][C:23]([C:26]([F:29])([F:28])[F:27])=[CH:22][CH:21]=4)=[CH:16][C:15]3=[O:30])=[CH:11][CH:12]=2)[CH:7]=[N:6]1.[CH3:31][NH:32][CH3:33].[ClH:34]>O1CCCC1.ClCCl>[ClH:34].[CH3:31][N:32]([CH3:33])[CH2:3][C@H:2]([OH:1])[CH2:4][N:5]1[C:13]2[C:8](=[CH:9][C:10]([N:14]3[CH:19]=[CH:18][C:17]([C:20]4[CH:25]=[CH:24][C:23]([C:26]([F:27])([F:29])[F:28])=[CH:22][CH:21]=4)=[CH:16][C:15]3=[O:30])=[CH:11][CH:12]=2)[CH:7]=[N:6]1 |f:5.6|. Procedure details: To (R)-1-(1-(oxiran-2-ylmethyl)-1H-indazol-5-yl)-4-(4-(trifluoromethyl)-phenyl)pyridin-2(1H)-one (230 mg, 0.56 mmol) in tetrahydrofuran (5 mL) was added LiClO4 (892 mg, 8.38 mmol) followed by dimethylamine (2.8 ml of a 2 M solution in tetrahydrofuran, 5.6 mmol). The reaction mixture was heated in a 45° C. oil bath for 3.75 h. The reaction mixture was cooled to ambient temperature, diluted with dichloromethane (50 ml), washed with water (25 mL) and brine (25 mL), dried (Na2SO4), and concentrated ... Starting materials: CCOC(C)=O, C(#CCCC1CCCCC1)CCc1cn(C(c2ccccc2)(c2ccccc2)c2ccccc2)cn1, c1ccc2ncccc2c1. Product: C(=CCCC1CCCCC1)CCc1cn(C(c2ccccc2)(c2ccccc2)c2ccccc2)cn1. RXN SMILES: [CH3:47][CH2:48][O:49][C:50](=[O:51])[CH3:52].[c:1]1([C:7]([n:8]2[cH:9][n:10][c:11]([CH2:13][CH2:14][C:15]#[C:16][CH2:17][CH2:18][CH:19]3[CH2:20][CH2:21][CH2:22][CH2:23][CH2:24]3)[cH:12]2)([c:25]2[cH:26][cH:27][cH:28][cH:29][cH:30]2)[c:31]2[cH:32][cH:33][cH:34][cH:35][cH:36]2)[cH:2][cH:3][cH:4][cH:5][cH:6]1.[cH:37]1[cH:38][c:39]2[c:40]([n:41][cH:42][cH:43][cH:44]2)[cH:45][cH:46]1>>[c:1]1([C:7]([n:8]2[cH:9][n:10][c:11]([CH2:13][CH2:14][CH:15]=[CH:16][CH2:17][CH2:18][CH:19]3[CH2:20][CH2:21][CH2:22][CH2:23][CH2:24]3)[cH:12]2)([c:25]2[cH:26][cH:27][cH:28][cH:29][cH:30]2)[c:31]2[cH:32][cH:33][cH:34][cH:35][cH:36]2)[cH:2][cH:3][cH:4][cH:5][cH:6]1.